From a dataset of the Open Reaction Database (ORD), a public repository of structured organic reaction records. describe an organic reaction: reactants, conditions, products, and yield Reactants: CC(=O)Nc1nc2c(Oc3cc(-c4ccc(C(F)(F)F)cc4NC(=O)C4CCCN4)ncn3)cccc2s1, CCOC1(O[Si](C)(C)C)CC1. Product: CC(=O)Nc1nc2c(Oc3cc(-c4ccc(C(F)(F)F)cc4NC(=O)C4CCCN4C4CC4)ncn3)cccc2s1. RXN SMILES: [C:1]([CH3:2])(=[O:3])[NH:4][c:5]1[s:6][c:7]2[c:8]([n:9]1)[c:10]([O:14][c:15]1[cH:16][c:17](-[c:21]3[c:22]([NH:31][C:32](=[O:33])[CH:34]4[NH:35][CH2:36][CH2:37][CH2:38]4)[cH:23][c:24]([C:27]([F:28])([F:29])[F:30])[cH:25][cH:26]3)[n:18][cH:19][n:20]1)[cH:11][cH:12][cH:13]2.[CH2:39]([O:40][C:42]1([O:41][Si:45]([CH3:46])([CH3:47])[CH3:48])[CH2:43][CH2:44]1)[CH3:49]>>[C:1]([CH3:2])(=[O:3])[NH:4][c:5]1[s:6][c:7]2[c:8]([n:9]1)[c:10]([O:14][c:15]1[cH:16][c:17](-[c:21]3[c:22]([NH:31][C:32](=[O:33])[CH:34]4[N:35]([CH:42]5[CH2:43][CH2:44]5)[CH2:36][CH2:37][CH2:38]4)[cH:23][c:24]([C:27]([F:28])([F:29])[F:30])[cH:25][cH:26]3)[n:18][cH:19][n:20]1)[cH:11][cH:12][cH:13]2. The reactants are CC(C)Cn1c(S(C)(=O)=O)nc(C(F)(F)F)cc1=O, [Cl-], Nc1cc(C(F)(F)F)ccc1C(F)(F)F, [H-], [NH4+], [Na+], CN(C)C=O. Product: CC(C)Cn1c(Nc2cc(C(F)(F)F)ccc2C(F)(F)F)nc(C(F)(F)F)cc1=O. Reaction SMILES: [CH2:21]([CH:22]([CH3:23])[CH3:24])[n:25]1[c:26]([S:36]([CH3:37])(=[O:38])=[O:39])[n:27][c:28]([C:32]([F:33])([F:34])[F:35])[cH:29][c:30]1=[O:31].[Cl-:40].[F:6][C:7]([c:8]1[c:9]([NH2:10])[cH:11][c:12]([C:15]([F:16])([F:17])[F:18])[cH:13][cH:14]1)([F:19])[F:20].[H-:42].[NH4+:41].[Na+:43].[O:1]=[CH:2][N:3]([CH3:4])[CH3:5]>>[F:6][C:7]([c:8]1[c:9]([NH:10][c:26]2[n:25]([CH2:21][CH:22]([CH3:23])[CH3:24])[c:30](=[O:31])[cH:29][c:28]([C:32]([F:33])([F:34])[F:35])[n:27]2)[cH:11][c:12]([C:15]([F:16])([F:17])[F:18])[cH:13][cH:14]1)([F:19])[F:20].